The task is: describe an organic reaction: reactants, conditions, products, and yield. This data is from the Open Reaction Database (ORD), a public repository of structured organic reaction records. The reactants are NC1=C2N=CN(C2=NC(=N1)OCCCC)CC1=CC=CC=C1 (6-Amino-9-benzyl-2-butoxypurine), BrBr (bromine), S(=S)(=O)([O-])[O-].[Na+].[Na+] (sodium thiosulfate). Solvent: C(Cl)Cl (methylene chloride). Conditions: time 5 hour. Product: NC1=C2N=C(N(C2=NC(=N1)OCCCC)CC1=CC=CC=C1)Br (6-Amino-9-benzyl-8-bromo-2-butoxypurine). The yield is 64.0%. RXN SMILES: [NH2:1][C:2]1[N:10]=[C:9]([O:11][CH2:12][CH2:13][CH2:14][CH3:15])[N:8]=[C:7]2[C:3]=1[N:4]=[CH:5][N:6]2[CH2:16][C:17]1[CH:22]=[CH:21][CH:20]=[CH:19][CH:18]=1.[Br:23]Br.S([O-])([O-])(=O)=S.[Na+].[Na+]>C(Cl)Cl>[NH2:1][C:2]1[N:10]=[C:9]([O:11][CH2:12][CH2:13][CH2:14][CH3:15])[N:8]=[C:7]2[C:3]=1[N:4]=[C:5]([Br:23])[N:6]2[CH2:16][C:17]1[CH:22]=[CH:21][CH:20]=[CH:19][CH:18]=1 |f:2.3.4|. Procedure details: 6-Amino-9-benzyl-2-butoxypurine (120 mg, 0.404 mmol) and bromine (0.5 ml) were dissolved in 50 ml of methylene chloride and the solution was stirred at room temperature for 5 hours. Aqueous sodium thiosulfate was added to the reaction mixture. The organic layer was separated and dried on sodium sulfate and evaporated in vacuo to dryness. The residue was purified with silica gel chromatography (1% methanol/chloroform) to give the subject compound (97 mg, yield 64%). The reactants are CC(C)=O, [H][H], CC(O)OCCN. Yields the product CC(C)NCCOC(C)O. RXN SMILES: [CH3:10][C:11]([CH3:12])=[O:13].[H:8][H:9].[NH2:1][CH2:2][CH2:3][O:4][CH:5]([CH3:6])[OH:7]>>[NH:1]([CH2:2][CH2:3][O:4][CH:5]([CH3:6])[OH:7])[CH:11]([CH3:10])[CH3:12]. Starting materials: C(C)(C)(C)OC(=O)N1CCC2=C(N(N=C2CC1)C(C)(C)C)OS(=O)(=O)C(F)(F)F (2-(tert-butyl)-3-trifluoromethanesulfonyloxy-4,5,7,8-tetrahydro-2H-1,2,6-triaza-azulene-6-carboxylic acid tert-butyl ester), S1C=C(C=C1)B(O)O (3-thiopheneboronic acid). The product is C(C)(C)(C)N1N=C2CCNCCC2=C1C1=CSC=C1 (2-tert-Butyl-3-thiophen-3-yl-2,4,5,6,7,8-hexahydro-1,2,6-triaza-azulene). Yield: 65.2%. Reaction SMILES: C(OC([N:8]1[CH2:17][CH2:16][C:15]2[C:11](=[C:12](OS(C(F)(F)F)(=O)=O)[N:13]([C:18]([CH3:21])([CH3:20])[CH3:19])[N:14]=2)[CH2:10][CH2:9]1)=O)(C)(C)C.[S:30]1[CH:34]=[CH:33][C:32](B(O)O)=[CH:31]1>>[C:18]([N:13]1[C:12]([C:32]2[CH:33]=[CH:34][S:30][CH:31]=2)=[C:11]2[C:15]([CH2:16][CH2:17][NH:8][CH2:9][CH2:10]2)=[N:14]1)([CH3:19])([CH3:20])[CH3:21]. Reported procedure: The title compound (83 mg) was prepared according to Example 215 using 204 mg of 2-(tert-butyl)-3-trifluoromethanesulfonyloxy-4,5,7,8-tetrahydro-2H-1,2,6-triaza-azulene-6-carboxylic acid tert-butyl ester (Example 215, Step A) and 177 mg of 3-thiopheneboronic acid. MS (ESI): exact mass calculated for C15H21N3S, 275.15. found, m/z 276.4 [M+H]+. 1H NMR (500 MHz, CD3OD): 7.59-7.57 (m, 1H), 7.43-7.42 (m, 1H), 7.08-7.06 (m, 1H), 3.38-3.36 (m, 2H), 3.25-3.23 (m, 2H), 3.13-3.11 (m, 2H), 2.56-2.54 (m, 2H... Starting materials: N (ammonia), stainless steel, NC1=C(C(=NC=C1Cl)OCC(=O)O)Cl (4-amino-3,5-dichloro-2-(pyridyloxy)acetic acid), N (ammonia), ethyl ester. Run at temperature 70 celsius, time 48 hour. Product: NC1=C(C(=NC=C1Cl)OCC(=O)N)Cl (4-Amino-3,5-dichloro-2-(pyridyloxy)acetamide). Isolated yield 72.0%. Reaction SMILES: [NH2:1][C:2]1[C:7]([Cl:8])=[CH:6][N:5]=[C:4]([O:9][CH2:10][C:11](O)=[O:12])[C:3]=1[Cl:14].[NH3:15]>>[NH2:1][C:2]1[C:7]([Cl:8])=[CH:6][N:5]=[C:4]([O:9][CH2:10][C:11]([NH2:15])=[O:12])[C:3]=1[Cl:14]. Reported procedure: To a 75 milliliter stainless steel bomb is added 15 grams (0.06 mole) of 4-amino-3,5-dichloro-2-(pyridyloxy)acetic acid:ethyl ester, prepared as in Example I. The bomb was cooled to about minus 70° C. in a dry ice bath and thereafter 7 grams (0.04 mole) of ammonia was distilled into the bomb. The bomb was sealed and allowed to stand at room temperature for 48 hours. The bomb was opened and the unreacted ammonia allowed to escape. The solid residue which remained was removed from the bomb and rec... The reactants are C1CCOC1, Cl, [Na+], [OH-], CCOC(=O)c1cnc(N2CC3C(CNCc4ccc5ccccc5c4)C3C2)nc1. Yields the product O=C(O)c1cnc(N2CC3C(CNCc4ccc5ccccc5c4)C3C2)nc1. Reaction SMILES: [CH2:34]1[O:35][CH2:36][CH2:37][CH2:38]1.[ClH:33].[Na+:32].[OH-:31].[cH:1]1[c:2]([CH2:11][NH:12][CH2:13][CH:14]2[CH:15]3[CH2:16][N:17]([c:20]4[n:21][cH:22][c:23]([C:26](=[O:27])[O:28][CH2:29][CH3:30])[cH:24][n:25]4)[CH2:18][CH:19]23)[cH:3][cH:4][c:5]2[cH:6][cH:7][cH:8][cH:9][c:10]12>>[cH:1]1[c:2]([CH2:11][NH:12][CH2:13][CH:14]2[CH:15]3[CH2:16][N:17]([c:20]4[n:21][cH:22][c:23]([C:26](=[O:27])[OH:28])[cH:24][n:25]4)[CH2:18][CH:19]23)[cH:3][cH:4][c:5]2[cH:6][cH:7][cH:8][cH:9][c:10]12. The reactants are C(C)OC(=O)[C@@H]1N(C2=CC(=C(C=C2[C@@H](C1)N(C(=O)OC)CC1=CC(=CC(=C1)C(F)(F)F)C(F)(F)F)OC)OC)C(=O)OC(C)CC (cis-4-[(3,5-Bis-trifluoromethyl-benzyl)-methoxycarbonyl-amino]-6,7-dimethoxy-3,4-dihydro-2H-quinoline-1,2-dicarboxylic acid 2-butyl ester 1-ethyl ester), [BH4-].[Na+] (sodium borohydride), O (water). Solvent: CO (methanol). Reaction conditions: time 1 hour. The product is COC(N(C1CC2N(C3=CC(=C(C=C13)OC)OC)C(OC2)=O)CC2=CC(=CC(=C2)C(F)(F)F)C(F)(F)F)=O ((3,5-Bis-trifluoromethyl-benzyl)-(7,8-dimethoxy-1-oxo-3,3a,4,5-tetrahydro-2-oxa-9b-aza-cyclopenta[a]naphthalen-5-yl)-carbamic acid methyl ester). Isolated yield 85.1%. As a reaction SMILES: C([O:3][C:4]([C@H:6]1[CH2:15][C@@H:14]([N:16]([CH2:21][C:22]2[CH:27]=[C:26]([C:28]([F:31])([F:30])[F:29])[CH:25]=[C:24]([C:32]([F:35])([F:34])[F:33])[CH:23]=2)[C:17]([O:19][CH3:20])=[O:18])[C:13]2[C:8](=[CH:9][C:10]([O:38][CH3:39])=[C:11]([O:36][CH3:37])[CH:12]=2)[N:7]1[C:40](OC(CC)C)=[O:41])=O)C.[BH4-].[Na+].O>CO>[CH3:20][O:19][C:17](=[O:18])[N:16]([CH2:21][C:22]1[CH:23]=[C:24]([C:32]([F:35])([F:34])[F:33])[CH:25]=[C:26]([C:28]([F:29])([F:30])[F:31])[CH:27]=1)[CH:14]1[C:13]2[C:8](=[CH:9][C:10]([O:38][CH3:39])=[C:11]([O:36][CH3:37])[CH:12]=2)[N:7]2[C:40](=[O:41])[O:3][CH2:4][CH:6]2[CH2:15]1 |f:1.2|. Procedure: To a solution of cis 4-[(3,5-bis-trifluoromethyl-benzyl)-methoxycarbonyl-amino]-6,7-dimethoxy-3,4-dihydro-2H-quinoline-1,2-dicarboxylic acid 2-butyl ester 1-ethyl ester (Example 5) (100 mg, 0.15 mmol) in 8.5 mL methanol at 0° C. was added sodium borohydride (57 mg, 1.5 mmol) and the resulting mixture was stirred at room temperature for 1 h. The reaction mixture was poured into water and extracted twice with ethyl acetate. The combined extracts were dried over magnesium sulfate, filtered and conc... Reactants: ice, Cl (hydrochloric acid), [Sn] (tin), [N+](=O)([O-])C=1C=C(C=CC1Cl)S(=O)(=O)Cl (3-nitro-4-chlorobenzenesulfonyl chloride). Conditions: temperature 0 celsius, time 1 day. The product is ClC1=C(N)C=C(C=C1)S (2-Chloro-5-mercaptoaniline). RXN SMILES: Cl.[Sn].[N+:3]([C:6]1[CH:7]=[C:8]([S:13](Cl)(=O)=O)[CH:9]=[CH:10][C:11]=1[Cl:12])([O-])=O>>[Cl:12][C:11]1[CH:10]=[CH:9][C:8]([SH:13])=[CH:7][C:6]=1[NH2:3] |^3:1|. Procedure details: To a mixture of 100 g of chipped ice and 120 g of concentrated hydrochloric acid (35%), 120 g of metallic tin was added and then 25.4 g of 3-nitro-4-chlorobenzenesulfonyl chloride was added thereto. The mixture was stirred for one and a half hours while maintaining the temperature at 0° C. Then, the temperature was increased to 80° C. to 90° C. and the mixture was stirred with heating at the same temperature for 2 hours. After the completion of the reaction, the reaction solution was kept for on... Starting materials: C(CC)C=1C(=NC=NC1CBr)Cl (5-propyl-6-bromomethyl-4-chloro-pyrimidine), FC=1C(=NC=CC1)C=1NC=CN1 (3-fluoro-2-(1H-imidazol-2-yl)-pyridine), C(=O)([O-])[O-].[K+].[K+] (K2CO3). Solvent: CN(C)C=O (DMF). Run at time 8 hour. Yields the product ClC1=NC(=NC(=C1CCC)CN1C(=NC=C1)C1=NC=CC=C1F)C (4-Chloro-6-[2-(3-fluoro-pyridin-2-yl)-imidazol-1-ylmethyl]-2-methyl-5-propyl-pyrimidine). As a reaction SMILES: [CH2:1]([C:4]1[C:5]([Cl:12])=[N:6][CH:7]=[N:8][C:9]=1[CH2:10]Br)[CH2:2][CH3:3].[F:13][C:14]1[C:15]([C:20]2[NH:21][CH:22]=[CH:23][N:24]=2)=[N:16][CH:17]=[CH:18][CH:19]=1.[C:25]([O-])([O-])=O.[K+].[K+]>CN(C=O)C>[Cl:12][C:5]1[C:4]([CH2:1][CH2:2][CH3:3])=[C:9]([CH2:10][N:24]2[CH:23]=[CH:22][N:21]=[C:20]2[C:15]2[C:14]([F:13])=[CH:19][CH:18]=[CH:17][N:16]=2)[N:8]=[C:7]([CH3:25])[N:6]=1 |f:2.3.4|. Reported procedure: A mixture of 5-propyl-6-bromomethyl-4-chloro-pyrimidine (1 mmol), 3-fluoro-2-(1H-imidazol-2-yl)-pyridine (163 mg, 1 mmol), and K2CO3 (552 mg, 4 mmol) in DMF (6 mL) is stirred at room temperature overnight. The solvent is removed in vacuo and EtOAc (10 mL) and water (10 mL) are added to the residue. The layers are separated and the aqueous layer is extracted with EtOAc (10 mL). The combined extracts are washed with brine (10 mL), dried (Na2SO4), and evaporated. Preparative TLC separation of the r... The reactants are C1CCOC1, O=C(CCl)NC1c2ccccc2CC1O, [H-], [Na+]. Yields the product O=C1COC2Cc3ccccc3C2N1. As a reaction SMILES: [CH2:18]1[O:19][CH2:20][CH2:21][CH2:22]1.[Cl:1][CH2:2][C:3](=[O:4])[NH:5][CH:6]1[CH:7]([OH:15])[CH2:8][c:9]2[cH:10][cH:11][cH:12][cH:13][c:14]21.[H-:17].[Na+:16]>>[CH2:2]1[C:3](=[O:4])[NH:5][CH:6]2[CH:7]([CH2:8][c:9]3[cH:10][cH:11][cH:12][cH:13][c:14]32)[O:15]1.